This data is from the Open Reaction Database (ORD), a public repository of structured organic reaction records. The task is: describe an organic reaction: reactants, conditions, products, and yield Reaction SMILES: [N+:1]([C:4]1[CH:9]=[CH:8][C:7]([S:10](Cl)(=[O:12])=[O:11])=[CH:6][CH:5]=1)([O-:3])=[O:2].[CH:14]([N:17]([CH:21]([CH3:23])[CH3:22])[CH2:18][CH2:19][NH2:20])([CH3:16])[CH3:15]>>[CH3:15][CH:14]([N:17]([CH:21]([CH3:23])[CH3:22])[CH2:18][CH2:19][NH:20][S:10]([C:7]1[CH:8]=[CH:9][C:4]([N+:1]([O-:3])=[O:2])=[CH:5][CH:6]=1)(=[O:12])=[O:11])[CH3:16]. Product: CC(C)N(CCNS(=O)(=O)C1=CC=C(C=C1)[N+](=O)[O-])C(C)C (N-[2-[bis(1-methylethyl)amino]ethyl]-4-nitrobenzene sulfonamide). Procedure details: p-Nitrobenzenesulfonyl chloride was reacted with N,N-diisopropyl ethylene diamine to give N-[2-[bis(1-methylethyl)amino]ethyl]-4-nitrobenzene sulfonamide as the free base, m.r. 86°-88° C. The reactants are [N+](=O)([O-])C1=CC=C(C=C1)S(=O)(=O)Cl (p-Nitrobenzenesulfonyl chloride), C(C)(C)N(CCN)C(C)C (N,N-diisopropyl ethylene diamine). Reactants: FC=1C=C(CC=2C=C(C(=O)OC)C=CN2)C=CC1C(F)(F)F (methyl 2-(3-fluoro-4-(trifluoromethyl)benzyl)isonicotinate). Reagents/catalysts: [Pt](=O)=O (platinum(IV) oxide). The solvent is C(C)(=O)O (acetic acid). Conditions: time 8 hour. Yields the product FC=1C=C(CC2NCCC(C2)C(=O)OC)C=CC1C(F)(F)F (Methyl 2-(3-fluoro-4-(trifluoromethyl)-benzyl)piperidine-4-carboxylate). Yield: 99.8%. RXN SMILES: [F:1][C:2]1[CH:3]=[C:4]([CH:16]=[CH:17][C:18]=1[C:19]([F:22])([F:21])[F:20])[CH2:5][C:6]1[CH:7]=[C:8]([CH:13]=[CH:14][N:15]=1)[C:9]([O:11][CH3:12])=[O:10]>C(O)(=O)C.[Pt](=O)=O>[F:1][C:2]1[CH:3]=[C:4]([CH:16]=[CH:17][C:18]=1[C:19]([F:22])([F:20])[F:21])[CH2:5][CH:6]1[CH2:7][CH:8]([C:9]([O:11][CH3:12])=[O:10])[CH2:13][CH2:14][NH:15]1. Procedure details: To a solution of methyl 2-(3-fluoro-4-(trifluoromethyl)benzyl)isonicotinate (8.26 g, 26.37 mmol) in acetic acid (50 mL) was added platinum(IV) oxide (0.44 g, 1.94 mmol) and the resulting mixture hydrogenated at 5 bar in a Büchi hydrogenator for 8 h. The reaction mixture was filtered through a diatomeous earth filter carton and the catalyst washed with methanol. The solvents were evaporated, the residue dissolved in DCM and washed with 10% Na2CO3. After phase separation the aqueous layer was extr... Reported procedure: Azetidine (0.258 mL, 3.82 mmol) was added to a solution of 5-bromo-2-thiophenesulfonyl chloride (500 mg, 1.912 mmol) in DCM (4.8 mL) in a 4 dram vial. The reaction was stirred at room temperature for 5 min. The reaction mixture was concentrated under a stream of nitrogen at 50° C. and dried under high vacuum. The residue was taken up in EtOAc (10 mL) and extracted with saturated NaHCO3 (2×2 mL). The organic layer was dried (Na2SO4), concentrated under a stream of nitrogen at 50° C., and dried un... The reactants are N1CCC1 (Azetidine), BrC1=CC=C(S1)S(=O)(=O)Cl (5-bromo-2-thiophenesulfonyl chloride). The product is BrC1=CC=C(S1)S(=O)(=O)N1CCC1 (1-[(5-Bromo-2-thienyl)sulfonyl]azetidine). The yield is 92.9%. Conditions: time 5 minute. Reaction SMILES: [NH:1]1[CH2:4][CH2:3][CH2:2]1.[Br:5][C:6]1[S:10][C:9]([S:11](Cl)(=[O:13])=[O:12])=[CH:8][CH:7]=1>C(Cl)Cl>[Br:5][C:6]1[S:10][C:9]([S:11]([N:1]2[CH2:4][CH2:3][CH2:2]2)(=[O:13])=[O:12])=[CH:8][CH:7]=1. Solvent: C(Cl)Cl (DCM). The reactants are OC1=C(C2=C(C(CO2)=O)C=C1)CN1CCN(CC1)C(=O)OC(C)(C)C (tert-butyl 4-[(6-hydroxy-3-oxo-2,3-dihydrobenzofuran-7-yl)methyl]piperazine-1-carboxylate), C(=O)C1=CNC2=CC(=CC=C12)C(=O)OC (methyl 3-formyl-1H-indole-6-carboxylate). Reagents/catalysts: N1CCCCC1 (piperidine). Run in CO (methanol). Conditions: temperature 60 celsius, time 2 hour. The product is C(C)(C)(C)OC(=O)N1CCN(CC1)CC1=C(C=CC=2C(/C(/OC21)=C/C2=CNC1=CC(=CC=C21)C(=O)OC)=O)O (methyl (Z)-3-[(7-{[4-(tert-butoxycarbonyl)piperazin-1-yl]methyl}-6-hydroxy-3-oxobenzofuran-2(3H)-ylidene)methyl]-1H-indole-6-carboxylate). Isolated yield 782.7%. RXN SMILES: [OH:1][C:2]1[CH:11]=[CH:10][C:5]2[C:6](=[O:9])[CH2:7][O:8][C:4]=2[C:3]=1[CH2:12][N:13]1[CH2:18][CH2:17][N:16]([C:19]([O:21][C:22]([CH3:25])([CH3:24])[CH3:23])=[O:20])[CH2:15][CH2:14]1.[CH:26]([C:28]1[C:36]2[C:31](=[CH:32][C:33]([C:37]([O:39][CH3:40])=[O:38])=[CH:34][CH:35]=2)[NH:30][CH:29]=1)=O>CO.N1CCCCC1>[C:22]([O:21][C:19]([N:16]1[CH2:15][CH2:14][N:13]([CH2:12][C:3]2[C:4]3[O:8]/[C:7](=[CH:26]\[C:28]4[C:36]5[C:31](=[CH:32][C:33]([C:37]([O:39][CH3:40])=[O:38])=[CH:34][CH:35]=5)[NH:30][CH:29]=4)/[C:6](=[O:9])[C:5]=3[CH:10]=[CH:11][C:2]=2[OH:1])[CH2:18][CH2:17]1)=[O:20])([CH3:25])([CH3:24])[CH3:23]. Procedure details: A solution of tert-butyl 4-[(6-hydroxy-3-oxo-2,3-dihydrobenzofuran-7-yl)methyl]piperazine-1-carboxylate (0.060 g, 0.017 mmol) obtained in Example A16, Step 1 in methanol (2.0 mL) was added with methyl 3-formyl-1H-indole-6-carboxylate (0.040 g, 0.019 mmol). Then, the mixture was added with 5 drops of piperidine, and the mixture was stirred at 60° C. for 2 hours. The solvent was evaporated under reduced pressure, and then the residue was subjected to silica gel column chromatography (aminopropyl s... Reactants: CNC(=O)C=1N(N=CN1)CC1=C(N=C2N1C=C(C=C2)C)C2=CC=C(C=C2)C (2-(6-Methyl-2-p-tolyl-imidazo[1,2-a]pyridin-3-ylmethyl)-2H-[1,2,4]triazole-3-carboxylic acid methylamide), ClC1=CC=C(C=C1)C=1N=C2N(C=CC=C2)C1CN1N=CN=C1C(=O)OC (methyl 1-((2-(4-chlorophenyl)imidazo[1,2-a]pyridin-3-yl)methyl)-1H-1,2,4-triazole-5-carboxylate), CNC (dimethylamine). Yields the product ClC1=CC=C(C=C1)C=1N=C2N(C=CC=C2)C1CN1N=CN=C1C(=O)N(C)C (1-((2-(4-chlorophenyl)imidazo[1,2-a]pyridin-3-yl)methyl)-N,N-dimethyl-1H-1,2,4-triazole-5-carboxamide). RXN SMILES: [CH3:1][NH:2][C:3](C1N(CC2N3C=C(C)C=CC3=NC=2C2C=CC(C)=CC=2)N=CN=1)=O.[Cl:28][C:29]1[CH:34]=[CH:33][C:32]([C:35]2[N:36]=[C:37]3[CH:42]=[CH:41][CH:40]=[CH:39][N:38]3[C:43]=2[CH2:44][N:45]2[C:49]([C:50](OC)=[O:51])=[N:48][CH:47]=[N:46]2)=[CH:31][CH:30]=1.CNC>>[Cl:28][C:29]1[CH:30]=[CH:31][C:32]([C:35]2[N:36]=[C:37]3[CH:42]=[CH:41][CH:40]=[CH:39][N:38]3[C:43]=2[CH2:44][N:45]2[C:49]([C:50]([N:2]([CH3:3])[CH3:1])=[O:51])=[N:48][CH:47]=[N:46]2)=[CH:33][CH:34]=1. Procedure details: The title compound was prepared according to the procedure described for compound 68 from methyl 1-((2-(4-chlorophenyl)imidazo[1,2-a]pyridin-3-yl)methyl)-1H-1,2,4-triazole-5-carboxylate and dimethylamine. 1H-NMR (400 MHz, CDCl3, δ) 8.21 (d, J=6.9 Hz, 1H), 7.97 (s, 1H), 7.71 (d, J=9.2 Hz, 1H), 7.68 (d, J=8.5 Hz, 2H), 7.49 (d, J=8.4 Hz, 1H), 7.34 (m, 1H), 6.94 (m, 1H), 5.80 (s, 2H), 3.21 (s, 3H), 3.13 (s, 3H) ppm; m/e 241, 243. Starting materials: FC(C=1C=C(C=CC1)N1CCC(CC1)C(=O)N1C[C@H](CC1)NC(OC(C)(C)C)=O)(F)F (tert-Butyl [(3S)-1-({1-[3-(trifluoromethyl)phenyl]piperidin-4-yl}carbonyl)pyrrolidin-3-yl]carbamate), FC(C(=O)O)(F)F (trifluoroacetic acid). The solvent is C(Cl)Cl (methylene chloride). Product: FC(C(=O)O)(F)F.FC(C(=O)O)(F)F.FC(C=1C=C(C=CC1)N1CCC(CC1)C(=O)N1C[C@H](CC1)N)(F)F ((3S)-1-({1-[3-(Trifluoromethyl)phenyl]piperidin-4-yl}carbonyl)pyrrolidin-3-amine bis(trifluoroacetate)). As a reaction SMILES: [F:1][C:2]([F:31])([F:30])[C:3]1[CH:4]=[C:5]([N:9]2[CH2:14][CH2:13][CH:12]([C:15]([N:17]3[CH2:21][CH2:20][C@H:19]([NH:22]C(=O)OC(C)(C)C)[CH2:18]3)=[O:16])[CH2:11][CH2:10]2)[CH:6]=[CH:7][CH:8]=1.[F:32][C:33]([F:38])([F:37])[C:34]([OH:36])=[O:35]>C(Cl)Cl>[F:32][C:33]([F:38])([F:37])[C:34]([OH:36])=[O:35].[F:32][C:33]([F:38])([F:37])[C:34]([OH:36])=[O:35].[F:31][C:2]([F:1])([F:30])[C:3]1[CH:4]=[C:5]([N:9]2[CH2:14][CH2:13][CH:12]([C:15]([N:17]3[CH2:21][CH2:20][C@H:19]([NH2:22])[CH2:18]3)=[O:16])[CH2:11][CH2:10]2)[CH:6]=[CH:7][CH:8]=1 |f:3.4.5|. Procedure details: tert-Butyl [(3S)-1-({1-[3-(trifluoromethyl)phenyl]piperidin-4-yl}carbonyl)pyrrolidin-3-yl]carbamate (0.975 g, 2.21 mmol) was treated with trifluoroacetic acid (5 mL) and methylene chloride (5 mL) for 1 h at room temperature. The solution was concentrated to give 1.75 g of product which was used for the next step without purification. Reactants: O=C1C(O)=C(O)[C@H](O1)[C@@H](O)CO (ascorbic acid), [O-2].[Mg+2] (magnesium oxide). Run in O (water). Yields the product O=C1C(O)=C([O-])[C@H](O1)[C@@H](O)CO.[Mg+2].O=C1C(O)=C([O-])[C@H](O1)[C@@H](O)CO (magnesium ascorbate). Reaction SMILES: [O:1]=[C:2]1[O:8][C@H:7]([C@H:9]([CH2:11][OH:12])[OH:10])[C:5]([OH:6])=[C:3]1[OH:4].[O-2].[Mg+2:14]>O>[O:1]=[C:2]1[O:8][C@H:7]([C@H:9]([CH2:11][OH:12])[OH:10])[C:5]([O-:6])=[C:3]1[OH:4].[Mg+2:14].[O:1]=[C:2]1[O:8][C@H:7]([C@H:9]([CH2:11][OH:12])[OH:10])[C:5]([O-:6])=[C:3]1[OH:4] |f:1.2,4.5.6|. Procedure: Iceberg lettuce was preserved as in Example 10, except that the lettuce slices were dipped into a preservative solution containing 4.0 grams ascorbic acid and 0.30 grams magnesium oxide in 100 ml water, to provide a magnesium ascorbate solution having an ascorbate ion to magnesium ion molar ratio of 3:1, and a pH of 4.15. The results are shown in Table 5.